From a dataset of the Open Reaction Database (ORD), a public repository of structured organic reaction records. describe an organic reaction: reactants, conditions, products, and yield Starting materials: [B] (boron), CC(=CCO)C (3-methyl-2-butenol), crude product, resultant mixture, O (water), CC(C)C(=O)C1=C(C=C(C=C1O)O)O ((2-propyl)(2,4,6-trihydroxyphenyl) ketone). Solvent: O1CCOCC1 (dioxane), CCOCC (ether), O1CCOCC1 (dioxane). Conditions: time 4 hour. Product: CC(C)C(=O)C1=C(C(=C(C=C1O)O)CC=C(C)C)O ({3-(3-methyl-2-butenyl)-2,4,6-trihydroxyphenyl} (2-propyl) ketone), CC(=CCC1(C(C(=C(C=C1O)O)C(C(C)C)=O)=O)CC=C(C)C)C (2,2-bis(3-methyl-2-butenyl)-3,5-dihydroxy-6-(2-methyl-1-oxopropyl)cyclohexa-3,5-dienone). As a reaction SMILES: [CH3:1][CH:2]([C:4]([C:6]1[C:11]([OH:12])=[CH:10][C:9]([OH:13])=[CH:8][C:7]=1[OH:14])=[O:5])[CH3:3].O.[B].[CH3:17][C:18]([CH3:22])=[CH:19][CH2:20]O>O1CCOCC1.CCOCC>[CH3:3][CH:2]([C:4]([C:6]1[C:7]([OH:14])=[CH:8][C:9]([OH:13])=[C:10]([CH2:20][CH:19]=[C:18]([CH3:22])[CH3:17])[C:11]=1[OH:12])=[O:5])[CH3:1].[CH3:17][C:18]([CH3:22])=[CH:19][CH2:20][C:10]1([CH2:6][CH:4]=[C:2]([CH3:3])[CH3:1])[C:9]([OH:13])=[CH:8][C:7]([OH:14])=[C:6]([C:4](=[O:5])[CH:2]([CH3:1])[CH3:3])[C:11]1=[O:12]. Procedure: Under an atmosphere of nitrogen, 981 mg (5.00 mmol) of (2,4,6-trihydroxyphenyl) (2-propyl) ketone (4) was dissolved in 10.0 ml of dioxane, cooled with cold water at about 10° C., and stirred. Into the stirred solution, 554 ml (639 mg, 4.50 mmol, 0.900 equivalent) of boron trifluorideether complex was added by the use of a microsyringe. The resultant mixture was further stirred for 15 minutes and then a dioxane (9 ml) solution of 861 mg of 3-methyl-2-butenol was slowly added dropwise. After four ... Reactants: CCO, COc1ccc(CC(SC)S(C)=O)cc1, CCOC([O-])[O-], O, O=S(=O)(O)O. Yields the product COc1ccc(CC=O)cc1. As a reaction SMILES: [CH3:16][CH2:17][OH:18].[CH3:1][O:2][c:3]1[cH:4][cH:5][c:6]([CH2:9][CH:10]([S:11]([CH3:12])=[O:13])[S:14][CH3:15])[cH:7][cH:8]1.[CH:19]([O-:20])([O-:21])[O:22][CH2:23][CH3:24].[OH2:30].[S:25](=[O:26])(=[O:27])([OH:28])[OH:29]>>[CH3:1][O:2][c:3]1[cH:4][cH:5][c:6]([CH2:9][CH:10]=[O:18])[cH:7][cH:8]1. Reactants: COC1=C(C(=O)O)C=C(C=C1)S(N)(=O)=O (2-methoxy-5-sulfamoylbenzoic acid), Br (hydrobromic acid), C(C)(=O)O (acetic acid). Run in C(C)OC(C)=O.CO (ethylacetate methanol). Reaction conditions: time 8 hour. Product: NS(=O)(=O)C=1C=CC(=C(C(=O)O)C1)O (5-(Aminosulfonyl)-2-hydroxybenzoic acid). RXN SMILES: C[O:2][C:3]1[CH:11]=[CH:10][C:9]([S:12](=[O:15])(=[O:14])[NH2:13])=[CH:8][C:4]=1[C:5]([OH:7])=[O:6].Br.C(O)(=O)C>C(OC(=O)C)C.CO>[NH2:13][S:12]([C:9]1[CH:10]=[CH:11][C:3]([OH:2])=[C:4]([CH:8]=1)[C:5]([OH:7])=[O:6])(=[O:14])=[O:15] |f:3.4|. Reported procedure: A mixture of 2-methoxy-5-sulfamoylbenzoic acid (58 g, 0.25 mole), 48% hydrobromic acid (150 ml), and acetic acid (150 ml) was heated to reflux for five hours. The progress of reaction was checked by thin layer chromatography (silica gel, 7:2:1 ethylacetate/methanol/29% ammonium hydroxide). Upon cooling, a solid crystallized out which was collected by filtration, and rinsed with cold water. This solid was dissolved in hot water (≤85° C.) and filtered through Celite® and recrystallized from the co... Starting materials: O (water), CC1=NC(=CC=C1)C (2,6-dimethylpyridine), C(C)(=O)OI(OC(C)=O)C1=CC=CC=C1 (PhI(OAc)2), CC1(CC(C1)=C)NC(OCC1=CC=CC=C1)=O (benzyl (1-methyl-3-methylidenecyclobutyl)carbamate). Reagents/catalysts: O=[Os](=O)(=O)=O (OsO4). Solvent: C1CCOC1 (THF). Reaction conditions: time 3 hour. Product: CC1(CC(C1)=O)NC(OCC1=CC=CC=C1)=O (benzyl (1-methyl-3-oxocyclobutyl)carbamate). Yield: 77.9%. RXN SMILES: [CH3:1][C:2]1([NH:7][C:8](=[O:17])[O:9][CH2:10][C:11]2[CH:16]=[CH:15][CH:14]=[CH:13][CH:12]=2)[CH2:5][C:4](=C)[CH2:3]1.O.CC1C=CC=C(C)N=1.C(OI(C1C=CC=CC=1)OC(=O)C)(=[O:29])C>C1COCC1.O=[Os](=O)(=O)=O>[CH3:1][C:2]1([NH:7][C:8](=[O:17])[O:9][CH2:10][C:11]2[CH:16]=[CH:15][CH:14]=[CH:13][CH:12]=2)[CH2:5][C:4](=[O:29])[CH2:3]1. Reported procedure: Crude benzyl (1-methyl-3-methylidenecyclobutyl)carbamate (20.6 mmol) was dissolved in THF (10 mL), then water (0.100 mL), 2,6-dimethylpyridine (0.400 mL, 3.4 mmol), OsO4 (2.5% wt in 2-methyl-2-propanol, 0.340 mL, 0.027 mmol), and PhI(OAc)2 (1.0 g, 3.07 mmol) were added and the reaction mixture was stirred at rt for 3 hrs. The reaction was quenched with sat. sodium thiosulfate (20 mL) and extracted with EtOAc (two×30 mL). The combined organics were washed with sat. aqueous copper sulfate (three×5... Starting materials: ICCC1=COC2=C(O1)C=CC=C2 (2-(2-Iodoethyl)-1,4-benzodioxin), C1(C=2C(C(N1)=O)=CC=CC2)=O.[K] (potassium phthalimide). Solvent: CN(C=O)C (N,N-dimethylformamide). Reaction conditions: temperature 60 celsius. Product: O1C(=COC2=C1C=CC=C2)CCN2C(C1=CC=CC=C1C2=O)=O (2-[2-(1,4-Benzodioxin-2-yl)ethyl]-1,3-isoindolinedione). RXN SMILES: I[CH2:2][CH2:3][C:4]1[O:9][C:8]2[CH:10]=[CH:11][CH:12]=[CH:13][C:7]=2[O:6][CH:5]=1.[C:14]1(=[O:24])[NH:18][C:17](=[O:19])[C:16]2=[CH:20][CH:21]=[CH:22][CH:23]=[C:15]12.[K]>CN(C)C=O>[O:9]1[C:8]2[CH:10]=[CH:11][CH:12]=[CH:13][C:7]=2[O:6][CH:5]=[C:4]1[CH2:3][CH2:2][N:18]1[C:14](=[O:24])[C:15]2[C:16](=[CH:20][CH:21]=[CH:22][CH:23]=2)[C:17]1=[O:19] |f:1.2,^1:24|. Procedure details: 1 g (3.47 mmol) of the iodinated compound obtained in Step D and 0.964 g (5.2 mmol) of potassium phthalimide are dissolved in 20 ml of anhydrous N,N-dimethylformamide; the reaction mixture is then heated at 60° C. for 22 hours under argon. After cooling of the mixture, the solvent is evaporated in vacuo; the residue is then taken up in ethyl acetate. After washing with water and extraction of the aqueous phase with ethyl acetate, the organic phases are dried over magnesium sulphate. The solvent ...